Dataset: the Open Reaction Database (ORD), a public repository of structured organic reaction records. Task: describe an organic reaction: reactants, conditions, products, and yield The reactants are NC=1SC=C(N1)C(C(=O)OCC)=O (ethyl 2-aminothiazol-4-ylglyoxylate), COC1=CC=C(C=C1)N=C=O (p-methoxyphenyl isocyanate). Run in CN(C=O)C (dimethylformamide). Product: COC1=CC=C(C=C1)NC(NC=1SC=C(N1)C(C(=O)OCC)=O)=O (Ethyl 2-(3-p-methoxyphenylureido)thiazol-4-ylglyoxylate). As a reaction SMILES: [NH2:1][C:2]1[S:3][CH:4]=[C:5]([C:7](=[O:13])[C:8]([O:10][CH2:11][CH3:12])=[O:9])[N:6]=1.[CH3:14][O:15][C:16]1[CH:21]=[CH:20][C:19]([N:22]=[C:23]=[O:24])=[CH:18][CH:17]=1>CN(C)C=O>[CH3:14][O:15][C:16]1[CH:21]=[CH:20][C:19]([NH:22][C:23](=[O:24])[NH:1][C:2]2[S:3][CH:4]=[C:5]([C:7](=[O:13])[C:8]([O:10][CH2:11][CH3:12])=[O:9])[N:6]=2)=[CH:18][CH:17]=1. Procedure: Following the procedures in preparation 1, the desired compound was prepared using 10 g of ethyl 2-aminothiazol-4-ylglyoxylate, 9 g of p-methoxyphenyl isocyanate and 80 ml of dimethylformamide as yellow powders. The product has the following physical properties. Yields the product CC1(COCC(F)(F)C(F)(F)C(F)(F)C(F)(F)C(F)(F)C(F)(F)C(F)(F)F)COC1. Reactants: CN(C)C=O, CC1(CCl)COC1, CC(F)(F)C(F)(F)C(F)(F)C(F)(F)C(F)(F)C(F)(F)C(F)(F)F, [H-], [Na+]. Reaction SMILES: [CH3:33][N:34]([CH3:35])[CH:37]=[O:36].[Cl:26][CH2:27][C:28]1([CH3:32])[CH2:29][O:30][CH2:31]1.[F:3][C:4]([CH3:5])([C:6]([C:7]([C:8]([C:9]([C:10]([C:11]([F:12])([F:13])[F:14])([F:15])[F:16])([F:17])[F:18])([F:19])[F:20])([F:21])[F:22])([F:23])[F:24])[F:25].[H-:1].[Na+:2]>>[F:3][C:4]([CH2:5][O:36][CH2:27][C:28]1([CH3:32])[CH2:29][O:30][CH2:31]1)([C:6]([C:7]([C:8]([C:9]([C:10]([C:11]([F:12])([F:13])[F:14])([F:15])[F:16])([F:17])[F:18])([F:19])[F:20])([F:21])[F:22])([F:23])[F:24])[F:25]. Reactants: C[Si](CCOCOC=1C(=CC2=CC=CC=C2C1)CO)(C)C ([3-(2-trimethylsilylethoxy-methoxy)-naphthalen-2-yl]-methanol), C(Br)(Br)(Br)Br (carbon tetrabromide), C1(=CC=CC=C1)P(C1=CC=CC=C1)C1=CC=CC=C1 (triphenylphosphine). Run in C(C)#N (acetonitrile), C(C)#N (acetonitrile). Reaction conditions: temperature 0 celsius, time 10 minute. Yields the product BrCC1=CC2=CC=CC=C2C=C1OCOCC[Si](C)(C)C (2-bromomethyl-3-(2-trimethylsilylethoxymethoxy)-naphthalene). The yield is 65.8%. As a reaction SMILES: [CH3:1][Si:2]([CH3:21])([CH3:20])[CH2:3][CH2:4][O:5][CH2:6][O:7][C:8]1[C:9]([CH2:18]O)=[CH:10][C:11]2[C:16]([CH:17]=1)=[CH:15][CH:14]=[CH:13][CH:12]=2.C(Br)(Br)(Br)[Br:23].C1(P(C2C=CC=CC=2)C2C=CC=CC=2)C=CC=CC=1>C(#N)C>[Br:23][CH2:18][C:9]1[C:8]([O:7][CH2:6][O:5][CH2:4][CH2:3][Si:2]([CH3:21])([CH3:20])[CH3:1])=[CH:17][C:16]2[C:11](=[CH:12][CH:13]=[CH:14][CH:15]=2)[CH:10]=1. Procedure details: 400 mg (1.30 mmol) of [3-(2-trimethylsilylethoxy-methoxy)-naphthalen-2-yl]-methanol and 462 mg (1.81 mmol) of carbon tetrabromide were dissolved in 5 ml of absolute acetonitrile and the solution was cooled to 0° C. A solution of 446 mg (1.68 mmol) of triphenylphosphine in 6 ml of absolute acetonitrile was added dropwise thereto at 0° C. within 10 minutes and thereafter the mixture was stirred at 0° C. for a further 30 minutes. Subsequently, the solvent was distilled off under reduced pressure an... Reactants: C(C)(C)[N-]C(C)C.[Li+] (lithium diisopropylamide), C(C)(C)(C)OC(NC=1C=C2C(=NC1)N(C=C2)S(=O)(=O)C2=CC=CC=C2)=O ((1-benzenesulfonyl-1H-pyrrolo[2,3-b]pyridin-5-yl)-carbamic acid tert-butyl ester), C(CCC)[Li] (n-butyllithium), CCCCCC (n-hexane), C(C)(C)NC(C)C (diisopropylamine), O1CCC(CC1)CC=O ((tetrahydro-pyran-4-yl)-acetaldehyde). Solvent: O1CCCC1 (tetrahydrofuran), O1CCCC1 (tetrahydrofuran). Reaction conditions: temperature -78 celsius, time 5 minute. Yields the product C(C)(C)(C)OC(NC=1C=C2C(=NC1)N(C(=C2)C(CC2CCOCC2)O)S(=O)(=O)C2=CC=CC=C2)=O ({1-benzenesulfonyl-2-[1-hydroxy-2-(tetrahydro-pyran-4-yl)-ethyl]-1H-pyrrolo[2,3-b]pyridin-5-yl}-carbamic acid tert-butyl ester). Isolated yield 32.9%. As a reaction SMILES: [C:1]([O:5][C:6](=[O:26])[NH:7][C:8]1[CH:9]=[C:10]2[CH:16]=[CH:15][N:14]([S:17]([C:20]3[CH:25]=[CH:24][CH:23]=[CH:22][CH:21]=3)(=[O:19])=[O:18])[C:11]2=[N:12][CH:13]=1)([CH3:4])([CH3:3])[CH3:2].C([N-]C(C)C)(C)C.[Li+].C([Li])CCC.CCCCCC.C(NC(C)C)(C)C.[O:53]1[CH2:58][CH2:57][CH:56]([CH2:59][CH:60]=[O:61])[CH2:55][CH2:54]1>O1CCCC1>[C:1]([O:5][C:6](=[O:26])[NH:7][C:8]1[CH:9]=[C:10]2[CH:16]=[C:15]([CH:60]([OH:61])[CH2:59][CH:56]3[CH2:57][CH2:58][O:53][CH2:54][CH2:55]3)[N:14]([S:17]([C:20]3[CH:25]=[CH:24][CH:23]=[CH:22][CH:21]=3)(=[O:19])=[O:18])[C:11]2=[N:12][CH:13]=1)([CH3:4])([CH3:2])[CH3:3] |f:1.2|. Procedure details: To a suspension of (1-benzenesulfonyl-1H-pyrrolo[2,3-b]pyridin-5-yl)-carbamic acid tert-butyl ester (prepared as in Example 107, 3.4 g, 9.1 mmol) in dry tetrahydrofuran (120 mL) at −78° C. was added freshly prepared lithium diisopropylamide [prepared by adding 1.6 M n-butyllithium in n-hexane (17.1 mL, 27.3 mmol) to a 0° C. solution of diisopropylamine (2.76 g, 27.3 mmol) in dry tetrahydrofuran (20 mL)] dropwise. The mixture was stirred at −78° C. for 5 min and then treated with (tetrahydro-pyra... Reactants: ClC1=C(C=CC(=C1)C#N)NN (2-chloro-4-cyanophenylhydrazine), O=C1CCC(CC1)NC(C(C)C)=O (N-(4-oxo-cyclohexyl)-isobutyramide). The product is ClC=1C=C(C=C2C=3CC(CCC3NC12)NC(C(C)C)=O)C#N (N-(8-Chloro-6-cyano-2,3,4,9-tetrahydro-1H-carbazol-3-yl)-isobutyramide). Yield: 50.0%. RXN SMILES: [Cl:1][C:2]1[CH:7]=[C:6]([C:8]#[N:9])[CH:5]=[CH:4][C:3]=1[NH:10]N.O=[C:13]1[CH2:18][CH2:17][CH:16]([NH:19][C:20](=[O:24])[CH:21]([CH3:23])[CH3:22])[CH2:15][CH2:14]1>>[Cl:1][C:2]1[CH:7]=[C:6]([C:8]#[N:9])[CH:5]=[C:4]2[C:3]=1[NH:10][C:13]1[CH2:18][CH2:17][CH:16]([NH:19][C:20](=[O:24])[CH:21]([CH3:22])[CH3:23])[CH2:15][C:14]2=1. Procedure: Prepare the title compound by essentially following the procedure as described in Preparation 4 (Method 2) with 2-chloro-4-cyanophenylhydrazine (Preparation 13) and N-(4-oxo-cyclohexyl)-isobutyramide, to obtain the title compound as a pink powder in 50% yield. MS (ES): m/z 316 (M+H), 314 (M−H); HPLC (Method A): Rt=1.96, (90%). Reactants: CCN=C=NCCCN(C)C, C1COCCN1, CCN1CCOCC1, CN(C)C=O, CCOCC, CCn1ccc2c(Nc3cccc(Cl)c3)ncc(C(=O)O)c21, Cl, O, On1nnc2ccccc21. The product is CCn1ccc2c(Nc3cccc(Cl)c3)ncc(C(=O)N3CCOCC3)c21. As a reaction SMILES: [CH2:24]([N:25]=[C:26]=[N:27][CH2:28][CH2:29][CH2:30][N:31]([CH3:32])[CH3:33])[CH3:34].[CH2:46]1[CH2:47][O:48][CH2:49][CH2:50][NH:51]1.[CH2:52]([N:53]1[CH2:54][CH2:55][O:56][CH2:57][CH2:58]1)[CH3:59].[CH3:60][N:61]([CH3:62])[CH:63]=[O:64].[CH3:65][CH2:66][O:67][CH2:68][CH3:69].[Cl:1][c:2]1[cH:3][c:4]([NH:8][c:9]2[n:10][cH:11][c:12]([C:20](=[O:21])[OH:22])[c:13]3[c:14]2[cH:15][cH:16][n:17]3[CH2:18][CH3:19])[cH:5][cH:6][cH:7]1.[ClH:23].[OH2:35].[OH:36][n:37]1[c:38]2[cH:39][cH:40][cH:41][cH:42][c:43]2[n:44][n:45]1>>[Cl:1][c:2]1[cH:3][c:4]([NH:8][c:9]2[n:10][cH:11][c:12]([C:20](=[O:21])[N:51]3[CH2:46][CH2:47][O:48][CH2:49][CH2:50]3)[c:13]3[c:14]2[cH:15][cH:16][n:17]3[CH2:18][CH3:19])[cH:5][cH:6][cH:7]1. The reactants are O=C([O-])[O-], CCCCO, Fc1cnccc1-c1nc2cc(C(F)(F)F)ccc2o1, [K+], [K+], O. Product: CCCCOc1cnccc1-c1nc2cc(C(F)(F)F)ccc2o1. Reaction SMILES: [C:21](=[O:22])([O-:23])[O-:24].[CH2:27]([CH2:28][CH2:29][CH3:30])[OH:31].[F:1][c:2]1[cH:3][n:4][cH:5][cH:6][c:7]1-[c:8]1[o:9][c:10]2[c:11]([n:12]1)[cH:13][c:14]([C:17]([F:18])([F:19])[F:20])[cH:15][cH:16]2.[K+:25].[K+:26].[OH2:32]>>[c:2]1([O:31][CH2:27][CH2:28][CH2:29][CH3:30])[cH:3][n:4][cH:5][cH:6][c:7]1-[c:8]1[o:9][c:10]2[c:11]([n:12]1)[cH:13][c:14]([C:17]([F:18])([F:19])[F:20])[cH:15][cH:16]2.